Dataset: the Open Reaction Database (ORD), a public repository of structured organic reaction records. Task: describe an organic reaction: reactants, conditions, products, and yield Yields the product CC1=C(N)C=CC(=C1C1=C(C=CC=C1)C)SC (2-Methyl-3-(2-methylphenyl)-4-methylthioaniline). Conditions: time 2 hour. Reported procedure: A solution of 2.0 g (7.9 mmol) of 2-methyl-3-(2-methylphenyl)-4-thiocyanoaniline in 15 mL of ethanol was added dropwise over a 20-min period with stirring to a solution of 2.2 g of sodium sulfide nonahydrate (9.1 mmol) in 5 mL of water. The mixture was stirred at ambient temperature for 2 hours and was then cooled with an ice/salt bath. A solution of 1.5 g (11 mmol) of methyl iodide in 5 mL of ethanol was added with stirring over a 10-min period. The mixture was diluted with water and the result... As a reaction SMILES: [CH3:1][C:2]1[C:8]([C:9]2[CH:14]=[CH:13][CH:12]=[CH:11][C:10]=2[CH3:15])=[C:7]([S:16][C:17]#N)[CH:6]=[CH:5][C:3]=1[NH2:4].O.O.O.O.O.O.O.O.O.[S-2].[Na+].[Na+].CI>C(O)C.O>[CH3:1][C:2]1[C:8]([C:9]2[CH:14]=[CH:13][CH:12]=[CH:11][C:10]=2[CH3:15])=[C:7]([S:16][CH3:17])[CH:6]=[CH:5][C:3]=1[NH2:4] |f:1.2.3.4.5.6.7.8.9.10.11.12|. The solvent is O (water), O (water), C(C)O (ethanol), C(C)O (ethanol). Starting materials: O.O.O.O.O.O.O.O.O.[S-2].[Na+].[Na+] (sodium sulfide nonahydrate), CI (methyl iodide), CC1=C(N)C=CC(=C1C1=C(C=CC=C1)C)SC#N (2-methyl-3-(2-methylphenyl)-4-thiocyanoaniline). The reactants are NCC(=O)O (glycine), ClC1=C(OCC(=O)Cl)C=CC(=C1Cl)C(C(CC)=C)=O ([2,3-dichloro-4-(2-methylenebutyryl)phenoxy]acetyl chloride). The solvent is O1CCCC1 (tetrahydrofuran). Run at time 2.25 hour. Yields the product ClC1=C(OCC(=O)NCC(=O)O)C=CC(=C1Cl)C(C(CC)=C)=O (N-{[2,3-dichloro-4(2-methylenebutyryl)phenoxy]acetyl}glycine). Reaction SMILES: [NH2:1][CH2:2][C:3]([OH:5])=[O:4].[Cl:6][C:7]1[C:17]([Cl:18])=[C:16]([C:19](=[O:24])[C:20](=[CH2:23])[CH2:21][CH3:22])[CH:15]=[CH:14][C:8]=1[O:9][CH2:10][C:11](Cl)=[O:12]>O1CCCC1>[Cl:6][C:7]1[C:17]([Cl:18])=[C:16]([C:19](=[O:24])[C:20](=[CH2:23])[CH2:21][CH3:22])[CH:15]=[CH:14][C:8]=1[O:9][CH2:10][C:11]([NH:1][CH2:2][C:3]([OH:5])=[O:4])=[O:12]. Reported procedure: To a stirring suspension of finely ground glycine (6.01 g, 0.08 mole) in tetrahydrofuran (50 ml) was added, dropwise, the solution of [2,3-dichloro-4-(2-methylenebutyryl)phenoxy]acetyl chloride over a period of 15 minutes. The mixture was stirred at ambient temperature for 2.25 hours and then at reflux for one hour. The mixture was cooled, filtered and washed with tetrahydrofuran. The solid was suspended in water (60 ml), filtered, washed with water and dried to give 7.15 g of N-{[2,3-dichloro-4...